This data is from the Open Reaction Database (ORD), a public repository of structured organic reaction records. The task is: describe an organic reaction: reactants, conditions, products, and yield Starting materials: ClCC(=O)Cl (chloroacetyl chloride), Cl.N1[C@H](C(=O)N)CSC1 (L-thioprolineamide hydrochloride), FC(C(=O)OC(C(F)(F)F)=O)(F)F (trifluoroacetic anhydride). Run in ClCCl (dichloromethane), C(C)N(CC)CC (triethylamine), N1=CC=CC=C1 (pyridine), ClCCl (dichloromethane). Conditions: time 1 hour. Reported procedure: L-thioprolineamide hydrochloride was synthesized according to the process described in the literature (Ashworth et. al., Bioorg. Med. Chem. Lett., Vol. 6, pp. 2745-2748, 1996). 2.36 ml of chloroacetyl chloride was added to a solution of 150 ml of dichloromethane containing 5.00 g of L-thioprolineamide hydrochloride thus obtained and 8.67 ml of triethylamine under ice-cooling, and the mixture was stirred at the same temperature for 1 hour. To the reaction mixture was added a dichloromethane solut... As a reaction SMILES: [Cl:1][CH2:2][C:3](Cl)=[O:4].Cl.[NH:7]1[CH2:14][S:13][CH2:12][C@H:8]1[C:9]([NH2:11])=[O:10].FC(F)(F)C(OC(=O)C(F)(F)F)=O>N1C=CC=CC=1.ClCCl.C(N(CC)CC)C>[ClH:1].[NH:7]1[CH2:14][S:13][CH2:12][C@H:8]1[C:9]([NH2:11])=[O:10].[Cl:1][CH2:2][C:3]([N:7]1[C@H:8]([C:9]#[N:11])[CH2:12][S:13][CH2:14]1)=[O:4] |f:1.2,7.8|. The product is Cl.N1[C@H](C(=O)N)CSC1 (L-thioprolineamide hydrochloride), ClCC(=O)N1CSC[C@H]1C#N ((R)-3-chloroacetyl-4-cyanothiazolidine).